From a dataset of the Open Reaction Database (ORD), a public repository of structured organic reaction records. describe an organic reaction: reactants, conditions, products, and yield The reactants are BrC(C1=C(C=C(C(=O)O)C=C1)C(F)(F)F)Br (4-(dibromomethyl)-3-(trifluoromethyl)benzoic acid), C[Si](CN)(C)C (1-(Trimethylsilyl)methanamine), Cl.CN(CCCN=C=NCC)C (1-(3-Dimethylaminopropyl)-3-ethylcarbodiimide hydrochloride). Run in C(Cl)Cl (CH2Cl2), C(C)(C)(C)OC (t-BuOMe). Yields the product BrC(C1=C(C=C(C(=O)NC[Si](C)(C)C)C=C1)C(F)(F)F)Br (4-(dibromomethyl)-3-(trifluoromethyl)-N-[(trimethylsilyl)methyl]benzamide). RXN SMILES: [Br:1][CH:2]([Br:16])[C:3]1[CH:11]=[CH:10][C:6]([C:7](O)=[O:8])=[CH:5][C:4]=1[C:12]([F:15])([F:14])[F:13].[CH3:17][Si:18]([CH3:22])([CH3:21])[CH2:19][NH2:20].Cl.CN(C)CCCN=C=NCC>C(Cl)Cl.C(OC)(C)(C)C>[Br:1][CH:2]([Br:16])[C:3]1[CH:11]=[CH:10][C:6]([C:7]([NH:20][CH2:19][Si:18]([CH3:22])([CH3:21])[CH3:17])=[O:8])=[CH:5][C:4]=1[C:12]([F:15])([F:14])[F:13] |f:2.3|. Procedure details: 4-(dibromomethyl)-3-(trifluoromethyl)benzoic acid (18.0 g, 49.7 mmol) was suspended in CH2Cl2. 1-(Trimethylsilyl)methanamine (5.1 g, 49.7 mmol) and 1-(3-Dimethylaminopropyl)-3-ethylcarbodiimide hydrochloride (12.5 g, 54.7 mmol) were added to the solution at 0° C. The reaction mixture was stirred at room temperature over night. The reaction mixture was diluted with t-BuOMe and washed with 2M HCl, H2O, and brine. After drying over MgSO4 and evaporation, the product was found to be 22.0 g (99%). The product is CC(C)S(=O)(=O)NC1CCCC1(O)c1ccc(OCC#N)cc1. The reactants are N#CCBr, O=C([O-])[O-], CC(C)=O, [K+], [K+], CC(C)S(=O)(=O)NC1CCCC1(O)c1ccc(O)cc1. Reaction SMILES: [Br:21][CH2:22][C:23]#[N:24].[C:25](=[O:26])([O-:27])[O-:28].[CH3:31][C:32](=[O:33])[CH3:34].[K+:29].[K+:30].[OH:1][C:2]1([c:14]2[cH:15][cH:16][c:17]([OH:20])[cH:18][cH:19]2)[CH:3]([NH:7][S:8](=[O:9])(=[O:10])[CH:11]([CH3:12])[CH3:13])[CH2:4][CH2:5][CH2:6]1>>[OH:1][C:2]1([c:14]2[cH:15][cH:16][c:17]([O:20][CH2:22][C:23]#[N:24])[cH:18][cH:19]2)[CH:3]([NH:7][S:8](=[O:9])(=[O:10])[CH:11]([CH3:12])[CH3:13])[CH2:4][CH2:5][CH2:6]1.